This data is from the Open Reaction Database (ORD), a public repository of structured organic reaction records. The task is: describe an organic reaction: reactants, conditions, products, and yield Reactants: CC1(OB(OC1(C)C)C1=CCN(CC1)C(=O)OC(C)(C)C)C (tert-Butyl 4-(4,4,5,5-tetramethyl-1,3,2-dioxaborolan-2-yl)-5,6-dihydropyridine-1(2H)-carboxylate), BrC1=CC(=C(N)C=C1)F (4-bromo-2fluoroaniline), C(Cl)Cl (DCM), C(=O)([O-])[O-].[K+].[K+] (K2CO3). The reagents and catalysts are C1=CC=C(C=C1)P([C-]2C=CC=C2)C3=CC=CC=C3.C1=CC=C(C=C1)P([C-]2C=CC=C2)C3=CC=CC=C3.Cl[Pd]Cl.[Fe+2] (Pd(dppf)Cl2). Solvent: O1CCOCC1 (dioxane), O (water). Reaction conditions: temperature 90 celsius, time 8 hour. The product is NC1=C(C=C(C=C1)C1=CCN(CC1)C(=O)OC(C)(C)C)F (tert-butyl 4-(4-amino-3-fluorophenyl)-5,6-dihydropyridine-1(2H)-carboxylate). Yield: 100.8%. Reaction SMILES: CC1(C)C(C)(C)OB([C:9]2[CH2:14][CH2:13][N:12]([C:15]([O:17][C:18]([CH3:21])([CH3:20])[CH3:19])=[O:16])[CH2:11][CH:10]=2)O1.Br[C:24]1[CH:30]=[CH:29][C:27]([NH2:28])=[C:26]([F:31])[CH:25]=1.C(Cl)Cl.C([O-])([O-])=O.[K+].[K+]>O1CCOCC1.O.C1C=CC(P(C2C=CC=CC=2)[C-]2C=CC=C2)=CC=1.C1C=CC(P(C2C=CC=CC=2)[C-]2C=CC=C2)=CC=1.Cl[Pd]Cl.[Fe+2]>[NH2:28][C:27]1[CH:29]=[CH:30][C:24]([C:9]2[CH2:14][CH2:13][N:12]([C:15]([O:17][C:18]([CH3:19])([CH3:20])[CH3:21])=[O:16])[CH2:11][CH:10]=2)=[CH:25][C:26]=1[F:31] |f:3.4.5,8.9.10.11|. Reported procedure: tert-Butyl 4-(4,4,5,5-tetramethyl-1,3,2-dioxaborolan-2-yl)-5,6-dihydropyridine-1(2H)-carboxylate (197, 1.95 g, 6.32 mmol), 4-bromo-2fluoroaniline (1.00 g, 5.26 mmol), Pd(dppf)Cl2.DCM (0.43 g, 0.526 mmol), K2CO3 (1.45 g, 10.5 mmol) were mixed in 40 mL dioxane and 20 mL water. The mixture was degassed with N2 stream for 3 min and stirred at 90° C. in N2 atmosphere for overnight. The mixture was cooled to RT, concentrated in vacuo, diluted with 120 mL EtOAc, washed with water ×2, dried, concentrate... Starting materials: CC(=O)OC(C)=O, Cc1ccccc1Sc1cccc(C(C)C(=O)O)c1O. Yields the product Cc1ccccc1Sc1cccc2c1OC(=O)C2C. As a reaction SMILES: [CH3:21][C:22]([O:23][C:24](=[O:25])[CH3:26])=[O:27].[OH:1][c:2]1[c:3]([CH:16]([C:17](=[O:18])[OH:19])[CH3:20])[cH:4][cH:5][cH:6][c:7]1[S:8][c:9]1[c:10]([CH3:15])[cH:11][cH:12][cH:13][cH:14]1>>[c:2]12[c:3]([cH:4][cH:5][cH:6][c:7]1[S:8][c:9]1[c:10]([CH3:15])[cH:11][cH:12][cH:13][cH:14]1)[CH:16]([CH3:20])[C:17](=[O:19])[O:18]2. The reactants are C1(=CC=CC=C1)C (toluene), C(C)N(CC)CCCl (diethylaminoethyl chloride), ClC1=CC2=C(C=3C(CN=C2C2=C(C=CC=C2)Cl)=CNC3)C=C1 (8-chloro-6-(2-chlorophenyl)-2H,4H-pyrrolo[3,4-d][2]benzazepine), CC(C)([O-])C.[K+] (potassium t-butoxide). Run in CN(C=O)C (dimethyl formamide), O (water). Reaction conditions: time 3 hour. The product is ClC1=CC2=C(C=3C(CN=C2C2=C(C=CC=C2)Cl)=CN(C3)CCN(CC)CC)C=C1 (8-Chloro-2-[2-(diethylamino)ethyl]-6-(2-chlorophenyl)-2H,4H-pyrrolo[3,4-d][2]benzazepine). As a reaction SMILES: [Cl:1][C:2]1[CH:22]=[CH:21][C:5]2[C:6]3[C:7](=[CH:18][NH:19][CH:20]=3)[CH2:8][N:9]=[C:10]([C:11]3[CH:16]=[CH:15][CH:14]=[CH:13][C:12]=3[Cl:17])[C:4]=2[CH:3]=1.CC(C)([O-])C.[K+].C1(C)C=CC=CC=1.[CH2:36]([N:38]([CH2:41][CH2:42]Cl)[CH2:39][CH3:40])[CH3:37]>CN(C)C=O.O>[Cl:1][C:2]1[CH:22]=[CH:21][C:5]2[C:6]3[C:7](=[CH:18][N:19]([CH2:37][CH2:36][N:38]([CH2:41][CH3:42])[CH2:39][CH3:40])[CH:20]=3)[CH2:8][N:9]=[C:10]([C:11]3[CH:16]=[CH:15][CH:14]=[CH:13][C:12]=3[Cl:17])[C:4]=2[CH:3]=1 |f:1.2|. Procedure details: In one portion 2.1 g (6.4 mmol) of 8-chloro-6-(2-chlorophenyl)-2H,4H-pyrrolo[3,4-d][2]benzazepine was added to a solution of 0.8 g (7.0 mmol) of potassium t-butoxide in 35 ml of dimethyl formamide which was cooled to 0°. After stirring for 15 min 2.5 ml (7.5 mmol) of a 3 M toluene solution of diethylaminoethyl chloride was added. The mixture was warmed to room temperature and stirred for 3 hr. The mixture was diluted with water and extracted with methylene chloride. The methylene chloride soluti... The reactants are CC1(OC2=C(C(C1)C1=NC=CC=C1)C=C(C=C2)C(=O)N)C ((-)-3,4-dihydro-2,2-dimethyl-4-(2-pyridyl)-2H-1-benzopyran-6-carboxamide). Solvent: P(=O)(Cl)(Cl)Cl (phosphorus oxychloride). Yields the product CC1(OC2=C(C(C1)C1=NC=CC=C1)C=C(C=C2)C#N)C ((-)-3,4-dihydro-2,2-dimethyl-4-(2-pyridyl)-2H-1-benzopyran-6-carbonitrile). Yield: 98.8%. RXN SMILES: [CH3:1][C:2]1([CH3:21])[CH2:7][CH:6]([C:8]2[CH:13]=[CH:12][CH:11]=[CH:10][N:9]=2)[C:5]2[CH:14]=[C:15]([C:18]([NH2:20])=O)[CH:16]=[CH:17][C:4]=2[O:3]1>P(Cl)(Cl)(Cl)=O>[CH3:1][C:2]1([CH3:21])[CH2:7][CH:6]([C:8]2[CH:13]=[CH:12][CH:11]=[CH:10][N:9]=2)[C:5]2[CH:14]=[C:15]([C:18]#[N:20])[CH:16]=[CH:17][C:4]=2[O:3]1. Procedure: 7.19 g of (-)-3,4-dihydro-2,2-dimethyl-4-(2-pyridyl)-2H-1-benzopyran-6-carboxamide were heated at 80° C. in 25 ml of phosphorus oxychloride for 30 minutes. The mixture was then cooled and evaporated. The residue was dissolved in dichloromethane and 2M sodium carbonate solution. The organic phase was separated, dried over sodium sulphate and evaporated to give 6.65 g of (-)-3,4-dihydro-2,2-dimethyl-4-(2-pyridyl)-2H-1-benzopyran-6-carbonitrile which was used without further purification.